Dataset: the Open Reaction Database (ORD), a public repository of structured organic reaction records. Task: describe an organic reaction: reactants, conditions, products, and yield As a reaction SMILES: [BH4-:18].[C:1]([CH3:2])(=[O:3])[NH:4][CH:5]([C:6](=[O:7])[O:8][CH3:9])[CH2:10][N:11]1[CH2:12][CH2:13][N:14]([CH3:17])[CH2:15][CH2:16]1.[CH3:24][OH:25].[Cl:21][CH2:22][Cl:23].[Na+:19].[OH2:20]>>[C:1]([CH3:2])(=[O:3])[NH:4][CH:5]([CH2:6][OH:7])[CH2:10][N:11]1[CH2:12][CH2:13][N:14]([CH3:17])[CH2:15][CH2:16]1. The product is CC(=O)NC(CO)CN1CCN(C)CC1. Starting materials: [BH4-], COC(=O)C(CN1CCN(C)CC1)NC(C)=O, CO, ClCCl, [Na+], O. As a reaction SMILES: [Cl-:27].[Cl:20][C:21](=[O:22])[O:23][CH:24]([CH3:25])[CH3:26].[ClH:1].[F:2][c:3]1[c:4](-[n:9]2[n:10][n:11][c:12]([C:14]3=[CH:19][CH2:18][NH:17][CH2:16][CH2:15]3)[cH:13]2)[cH:5][cH:6][cH:7][cH:8]1.[NH4+:28].[cH:29]1[cH:30][cH:31][n:32][cH:33][cH:34]1>>[F:2][c:3]1[c:4](-[n:9]2[n:10][n:11][c:12]([C:14]3=[CH:19][CH2:18][N:17]([C:21](=[O:22])[O:23][CH:24]([CH3:25])[CH3:26])[CH2:16][CH2:15]3)[cH:13]2)[cH:5][cH:6][cH:7][cH:8]1. The product is CC(C)OC(=O)N1CC=C(c2cn(-c3ccccc3F)nn2)CC1. The reactants are [Cl-], CC(C)OC(=O)Cl, Cl, Fc1ccccc1-n1cc(C2=CCNCC2)nn1, [NH4+], c1ccncc1. The reactants are CS(=O)(=O)C1=C(C=C(C=C1)C=C(C)[N+](=O)[O-])C(F)(F)F (1-Methanesulfonyl-4-(2-nitro-propenyl)-2-trifluoromethyl-benzene), C(C)(=O)O (acetic acid), C(C)(=O)O (acetic acid). Reagents/catalysts: [Fe] (Iron). Run at temperature 100 celsius, time 2 hour. The product is CS(=O)(=O)C1=C(C=C(C=C1)CC(C)=O)C(F)(F)F (1-(4-Methanesulfonyl-3-trifluoromethyl-phenyl)-propan-2-one). RXN SMILES: [CH3:1][S:2]([C:5]1[CH:10]=[CH:9][C:8]([CH:11]=[C:12]([N+]([O-])=O)[CH3:13])=[CH:7][C:6]=1[C:17]([F:20])([F:19])[F:18])(=[O:4])=[O:3].C(O)(=[O:23])C>[Fe]>[CH3:1][S:2]([C:5]1[CH:10]=[CH:9][C:8]([CH2:11][C:12](=[O:23])[CH3:13])=[CH:7][C:6]=1[C:17]([F:20])([F:19])[F:18])(=[O:4])=[O:3]. Reported procedure: A solution of freshly prepared 1-methanesulfonyl-4-(2-nitro-propenyl)-2-trifluoromethyl-benzene (59b) (14 g, 45 mmol) in acetic acid (100 ml) is added slowly to a stirred slurry of Iron powder (27.6 g, 495 mmol) in acetic acid (100 ml) at 60° C. The reaction is then stirred at 100° C. for 2 hours then allowed to cool and poured onto ice-water (300 ml). After filtration through celite, washing with dichloromethane (500 ml), the organic extract is separated and washed with water (3×300 ml) followe... Starting materials: CS(=O)C (methyl sulfoxide), C(CC)(=O)C=1C(CC(CC1O)C=1C=CC2=C(N(C(CO2)=O)CC2=CC=CC=C2)C1)=O (2-propionyl-3-hydroxy-5-(N-benzyl-3-oxo-(2H)-1,4-benzoxazin-6-yl)cyclohex-2-en-1-one), Cl.C(C)ON (ethoxyamine hydrochloride), C(C)(=O)[O-].[Na+] (sodium acetate), product, Compound 7. Solvent: CCOCC (ether), Cl (HCl). Conditions: time 3 hour. Product: C(C)ON=C(CC)C=1C(CC(CC1O)C=1C=CC2=C(N(C(CO2)=O)CC2=CC=CC=C2)C1)=O (2-(1-(Ethoxyimino)propyl)-3-hydroxy-5-(N-benzyl-3-oxo-(2H)-1,4-benzoxazin-6-yl )-cyclohex-2-en-1-one). Reaction SMILES: CS(C)=O.[C:5]([C:9]1[C:10](=[O:34])[CH2:11][CH:12]([C:16]2[CH:17]=[CH:18][C:19]3[O:24][CH2:23][C:22](=[O:25])[N:21]([CH2:26][C:27]4[CH:32]=[CH:31][CH:30]=[CH:29][CH:28]=4)[C:20]=3[CH:33]=2)[CH2:13][C:14]=1[OH:15])(=O)[CH2:6][CH3:7].Cl.[CH2:36]([O:38][NH2:39])[CH3:37].C([O-])(=O)C.[Na+]>Cl.CCOCC>[CH2:36]([O:38][N:39]=[C:5]([C:9]1[C:10](=[O:34])[CH2:11][CH:12]([C:16]2[CH:17]=[CH:18][C:19]3[O:24][CH2:23][C:22](=[O:25])[N:21]([CH2:26][C:27]4[CH:28]=[CH:29][CH:30]=[CH:31][CH:32]=4)[C:20]=3[CH:33]=2)[CH2:13][C:14]=1[OH:15])[CH2:6][CH3:7])[CH3:37] |f:2.3,4.5|. Reported procedure: To 10 mL of methyl sulfoxide were added in sequence 1.4 g (3.5 mmol) of 2-propionyl-3-hydroxy-5-(N-benzyl-3-oxo-(2H)-1,4-benzoxazin-6-yl)cyclohex-2-en-1-one, 0.42 g (4.4 mmol) of ethoxyamine hydrochloride and 0.37 g (4.5 mmol) of anhydrous sodium acetate. The resulting mixture was stirred at ambient temperature for 3 hours. The reaction mixture was diluted with 50 mL of 0.5N HCl and extracted twice with 30 mL portions of ethyl acetate. The extracts were combined, dried over MgSO4 and filtered. E... Starting materials: CN1CC[C@]23C4=C5C=CC(=C4O[C@H]2C(=O)C=C[C@H]3[C@H]1C5)OC (codeinone), OO (hydrogen peroxide). Solvent: O (water). The product is CN1CC[C@]23C4C(=O)C=C[C@]2([C@H]1CC5=C3C(=C(C=C5)OC)O4)O (14-hydroxycodeinone). As a reaction SMILES: [CH3:1][N:2]1[C@@H:19]2[CH2:20][C:7]3[CH:8]=[CH:9][C:10]([O:21][CH3:22])=[C:11]4[O:12][C@H:13]5[C:14]([CH:16]=[CH:17][C@@H:18]2[C@:5]5([C:6]=34)[CH2:4][CH2:3]1)=[O:15].[OH:23]O>O>[CH3:1][N:2]1[C@@H:19]2[CH2:20][C:7]3[CH:8]=[CH:9][C:10]([O:21][CH3:22])=[C:11]4[O:12][CH:13]5[C:14]([CH:16]=[CH:17][C@:18]2([OH:23])[C@:5]5([C:6]=34)[CH2:4][CH2:3]1)=[O:15]. Reported procedure: In the first method of this invention, codeinone is reacted with hydrogen peroxide in water in the presence of an acid at about 15° to about 70° C. for a period of time depending on the scale of the reaction to afford 14-hydroxycodeinone in good yield. 14-Hydroxycodeinone so produced is hydrogenated in the same reaction media with a catalyst to afford oxycodone in good yield. Preferably the temperature is between about 40° to about 50° C. and the acid is formic acid.